This data is from the Open Reaction Database (ORD), a public repository of structured organic reaction records. The task is: describe an organic reaction: reactants, conditions, products, and yield Starting materials: S(O)(O)(=O)=O (sulfuric acid), C(C)OC=CC(=O)NC=1C=C(C(=O)OC)C=C(C1)OC (methyl 3-((3-ethoxyacryloyl)amino)-5-methoxybenzoate). The solvent is O (water). Reaction conditions: time 1 hour. The product is COC=1C=C(C=2C=CC(NC2C1)=O)C(=O)OC (methyl 7-methoxy-2-oxo-1,2-dihydroquinoline-5-carboxylate). The yield is 22.3%. As a reaction SMILES: S(=O)(=O)(O)O.C(O[CH:9]=[CH:10][C:11]([NH:13][C:14]1[CH:15]=[C:16]([CH:21]=[C:22]([O:24][CH3:25])[CH:23]=1)[C:17]([O:19][CH3:20])=[O:18])=[O:12])C>O>[CH3:25][O:24][C:22]1[CH:21]=[C:16]([C:17]([O:19][CH3:20])=[O:18])[C:15]2[CH:9]=[CH:10][C:11](=[O:12])[NH:13][C:14]=2[CH:23]=1. Procedure: To 5 mL of concentrated sulfuric acid cooled with ice, 1.86 g of methyl 3-((3-ethoxyacryloyl)amino)-5-methoxybenzoate was added little by little, and the mixture was stirred for 1 hour under cooling with ice. The reaction mixture was fed into water cooled with ice, the insoluble material was collected by filtration, and the insoluble material thus obtained was purified by silica gel column chromatography [silica gel; Silica gel 60 manufactured by Kanto Chemical Co., Inc., eluent; chloroform:meth... Starting materials: NOCCCOCP(OCC)(OCC)=O (diethyl 3-aminooxypropoxymethylphosphonate), ClC1=NC=NC(=C1NC=O)Cl (4,6-dichloro-5-formamidopyrimidine), C(C)(C)N(CC)C(C)C (diisopropylethylamine). Run in COCCOCCOC (diglyme). Reaction conditions: temperature 100 celsius. Yields the product ClC1=NC=NC(=C1NC=O)NOCCCOCP(=O)(OCC)OCC (4-chloro-6-[3-(diethoxyphosphorylmethoxy)propoxyamino]-5-formamidopyrimidine). The yield is 67.0%. As a reaction SMILES: [NH2:1][O:2][CH2:3][CH2:4][CH2:5][O:6][CH2:7][P:8](=[O:15])([O:12][CH2:13][CH3:14])[O:9][CH2:10][CH3:11].[Cl:16][C:17]1[C:22]([NH:23][CH:24]=[O:25])=[C:21](Cl)[N:20]=[CH:19][N:18]=1.C(N(C(C)C)CC)(C)C>COCCOCCOC>[Cl:16][C:17]1[C:22]([NH:23][CH:24]=[O:25])=[C:21]([NH:1][O:2][CH2:3][CH2:4][CH2:5][O:6][CH2:7][P:8]([O:12][CH2:13][CH3:14])([O:9][CH2:10][CH3:11])=[O:15])[N:20]=[CH:19][N:18]=1. Reported procedure: A mixture of diethyl 3-aminooxypropoxymethylphosphonate (1.0 g, 4.15 mmol), 4,6-dichloro-5-formamidopyrimidine (0.80 g, 4.15 mmol) and diisopropylethylamine (2.16 ml, 12.45 mmol) in diglyme (25 ml) was heated at 100° C. for 2 h. The solvent was then removed in vacuo and the residue chromatographed in chloroform/methanol (50:1) to give 4-chloro-6-[3-(diethoxyphosphorylmethoxy)propoxyamino]-5-formamidopyrimidine (1.lg, 67%) as a brown oil; νmax (film) 1600, 1570, 1220, 1030 cm-1 ; δH [(CD3)2SO] 1.... Reactants: Cc1ccc(S(=O)(=O)OCC2COCCO2)cc1, ICC1COCCO1, O=C1Nc2ccccc2C12COc1cc3c(cc12)OCCO3, O=C1Nc2ccccc2C12COc1cc3c(cc12)OCO3. The product is O=C1N(CC2COCCO2)c2ccccc2C12COc1cc3c(cc12)OCCO3. RXN SMILES: [CH3:52][c:53]1[cH:54][cH:55][c:56]([S:57]([O:58][CH2:59][CH:60]2[CH2:61][O:62][CH2:63][CH2:64][O:65]2)(=[O:66])=[O:67])[cH:68][cH:69]1.[I:44][CH2:45][CH:46]1[O:47][CH2:48][CH2:49][O:50][CH2:51]1.[NH:1]1[C:2](=[O:22])[C:3]2([CH2:4][O:5][c:6]3[cH:7][c:8]4[c:9]([cH:14][c:15]32)[O:10][CH2:11][CH2:12][O:13]4)[c:16]2[cH:17][cH:18][cH:19][cH:20][c:21]21.[NH:23]1[c:24]2[c:25]([cH:26][cH:27][cH:28][cH:29]2)[C:30]2([c:31]3[cH:32][c:33]4[c:37]([cH:38][c:39]3[O:40][CH2:41]2)[O:36][CH2:35][O:34]4)[C:42]1=[O:43]>>[N:1]1([CH2:45][CH:46]2[O:47][CH2:48][CH2:49][O:50][CH2:51]2)[C:2](=[O:22])[C:3]2([CH2:4][O:5][c:6]3[cH:7][c:8]4[c:9]([cH:14][c:15]32)[O:10][CH2:11][CH2:12][O:13]4)[c:16]2[cH:17][cH:18][cH:19][cH:20][c:21]21. Reactants: ClC=1C(=CC2=C(OCO2)C1)CN1C(=NC(=C1Br)Br)Br (1-((6-chloro-1,3-benzodioxol-5-yl) methyl)-2,4,5-tribromo-1H-imidazole), C(C)[Mg]Br (ethyl magnesium bromide), ice, O (water). The solvent is C(Cl)Cl (methylene chloride). Product: ClC=1C(=CC2=C(OCO2)C1)CN1C=NC(=C1Br)Br (1-((6-chloro-1,3-benzodioxol-5-yl) methyl)-4,5-dibromo-1H-imidazole). RXN SMILES: [Cl:1][C:2]1[C:3]([CH2:11][N:12]2[C:16]([Br:17])=[C:15]([Br:18])[N:14]=[C:13]2Br)=[CH:4][C:5]2[O:9][CH2:8][O:7][C:6]=2[CH:10]=1.C([Mg]Br)C.O>C(Cl)Cl>[Cl:1][C:2]1[C:3]([CH2:11][N:12]2[C:16]([Br:17])=[C:15]([Br:18])[N:14]=[CH:13]2)=[CH:4][C:5]2[O:9][CH2:8][O:7][C:6]=2[CH:10]=1. Reported procedure: The operation is carried out as in Stage 2 of Example 1 starting with 6 g of the product obtained in Stage 1 of Example 1 in 300 ml of a methylene chloride/sulphuric ether mixture (60/240), to which 4.6 ml of ethyl magnesium bromide is added dropwise, then the whole is maintained under agitation for 30 minutes at ambient temperature and then 100 ml of ice-cooled water is introduced into the reaction medium obtained. The reactants are C1CCOC1 (THF), CCCCCC (n-hexane), ice water, C1CCOC1 (THF), C(CCC)[Li] (n-butyl lithium), CC1=NOC(=C1)C (3,5-dimethylisoxazole), Cl (hydrochloric acid). The solvent is CC(=O)N(C)C (dimethylacetamide). Run at time 30 minute. Yields the product C(C(=O)C)C1=CC(=NO1)C (5-acetonyl-3-methylisoxazole). As a reaction SMILES: CCCCCC.C([Li])CCC.[CH3:12][C:13]1[CH:17]=[C:16]([CH3:18])[O:15][N:14]=1.Cl.C1C[O:23][CH2:22][CH2:21]1>CC(N(C)C)=O>[CH2:18]([C:16]1[O:15][N:14]=[C:13]([CH3:12])[CH:17]=1)[C:22]([CH3:21])=[O:23]. Procedure details: Into a 2 L flask filled with nitrogen were placed 1000 ml of anhydrous THF and 500 ml of a 1.6M n-hexane solution of n-butyl lithium. The flask was placed in a dry ice-acetone bath to set the inside temperature to −70° C., and 68.0 g of 3,5-dimethylisoxazole was slowly dropped in the flask. After the resulting solution was stirred for 30 minutes at the same temperature, a solution of 120.0 g of dimethylacetamide in 300 ml of THF was slowly dropped. After the completion of the dropping, the solut... Starting materials: FC(C=1C=CC2=C(C=C(O2)C(=O)O)C1)(F)F (5-(trifluoromethyl)benzofuran-2-carboxylic acid), FC(C=1C=C(C=CC1)O)(F)F (3-(trifluoromethyl)phenol). Yields the product FC(C1=CC2=C(C=C(O2)C(=O)O)C=C1)(F)F (6-(trifluoromethyl)benzofuran-2-carboxylic acid). RXN SMILES: FC(F)(F)[C:3]1[CH:4]=[CH:5][C:6]2[O:10][C:9]([C:11]([OH:13])=[O:12])=[CH:8][C:7]=2[CH:14]=1.[F:17][C:18]([F:27])([F:26])C1C=C(O)C=CC=1>>[F:17][C:18]([F:27])([F:26])[C:4]1[CH:3]=[CH:14][C:7]2[CH:8]=[C:9]([C:11]([OH:13])=[O:12])[O:10][C:6]=2[CH:5]=1. Reported procedure: 93 mg of 6-(trifluoromethyl)benzofuran-2-carboxylic acid were prepared as described for 5-(trifluoromethyl)benzofuran-2-carboxylic acid, using 3-(trifluoromethyl)phenol instead of 4-(trifluoromethyl)phenol. Starting materials: N1CCCCC1 (piperidine), C(C)(=O)O[BH-](OC(C)=O)OC(C)=O.[Na+] (sodium triacetoxyborohydride), S1C(=CC=C1)C=O (2-Thiophenecarboxaldehyde). Solvent: ClCCl (dichloromethane), C([O-])(O)=O.[Na+] (sodium bicarbonate), ClC(C)Cl (dichloroethane). Conditions: time 8 hour. Yields the product S1C(=CC=C1)CN1CCCCC1 (1-(Thiophen-2-ylmethyl)piperidine). Reaction SMILES: [S:1]1[CH:5]=[CH:4][CH:3]=[C:2]1[CH:6]=O.[NH:8]1[CH2:13][CH2:12][CH2:11][CH2:10][CH2:9]1.C(O[BH-](OC(=O)C)OC(=O)C)(=O)C.[Na+]>ClC(Cl)C.ClCCl.C(=O)(O)[O-].[Na+]>[S:1]1[CH:5]=[CH:4][CH:3]=[C:2]1[CH2:6][N:8]1[CH2:13][CH2:12][CH2:11][CH2:10][CH2:9]1 |f:2.3,6.7|. Reported procedure: 2-Thiophenecarboxaldehyde (1 g, 8.9 mmol) was dissolved in dichloroethane and treated with piperidine and sodium triacetoxyborohydride. The reaction was stirred at room temperature overnight. The reaction was diluted with dichloromethane and aqueous saturated sodium bicarbonate. The organic layer was separated out, washed with water and brine and dried with sodium sulfate. The volatile were removed in vacuo and the residue was purified by column chromatography on silica gel using a gradient of 2... Reactants: N1CCOCC1 (morpholine), ClC1=C(C=CC(=C1)Cl)C1=CC=CC2=C(N(N=C12)C)S(=O)Cl (7-(2,4-dichloro-phenyl)-2-methyl-2H -indazole-3-sulfinyl chloride), CN (methylamine), N(CCO)CCO (diethanolamine), COCCN (2-methoxyethylamine), CNC (dimethylamine), CN1CCNCC1 (N-methylpiperazine). The product is OCCNS(=O)(=O)C=1N(N=C2C(=CC=CC12)C1=C(C=C(C=C1)Cl)Cl)C (7-(2,4-Dichloro-phenyl)-2-methyl-2H-indazole-3-sulfonic acid (2-hydroxy-ethyl)-amide). As a reaction SMILES: [Cl:1][C:2]1[CH:7]=[C:6]([Cl:8])[CH:5]=[CH:4][C:3]=1[C:9]1[C:17]2[C:13](=[C:14]([S:19](Cl)=[O:20])[N:15]([CH3:18])[N:16]=2)[CH:12]=[CH:11][CH:10]=1.C[O:23][CH2:24][CH2:25][NH2:26].CNC.CN.N1CC[O:35]CC1.CN1CCNCC1.N(CCO)CCO>>[OH:23][CH2:24][CH2:25][NH:26][S:19]([C:14]1[N:15]([CH3:18])[N:16]=[C:17]2[C:13]=1[CH:12]=[CH:11][CH:10]=[C:9]2[C:3]1[CH:4]=[CH:5][C:6]([Cl:8])=[CH:7][C:2]=1[Cl:1])(=[O:20])=[O:35]. Reported procedure: The following compounds were prepared from 7-(2,4-dichloro-phenyl)-2-methyl-2H -indazole-3-sulfinyl chloride in a similar fashion by replacing ethanolamine with 2-methoxyethylamine, dimethylamine, methylamine, morpholine, N-methylpiperazine and diethanolamine.